From a dataset of the Open Reaction Database (ORD), a public repository of structured organic reaction records. describe an organic reaction: reactants, conditions, products, and yield Starting materials: N1C(=CC2=CC=CC=C12)C(CBr)=O (1-(1H-indol-2-yl)-2-bromoethanone), C(N)(=N)NC(=S)N (guanylthiourea). Yields the product Br.N1C(=CC2=CC=CC=C12)C=1N=C(SC1)NC(=N)N (4-(1H-Indol-2-yl)-2-guanidinothiazole Hydrobromide). Yield: 80.4%. RXN SMILES: [NH:1]1[C:9]2[C:4](=[CH:5][CH:6]=[CH:7][CH:8]=2)[CH:3]=[C:2]1[C:10](=O)[CH2:11][Br:12].[C:14]([NH:17][C:18]([NH2:20])=[S:19])(=[NH:16])[NH2:15]>>[BrH:12].[NH:1]1[C:9]2[C:4](=[CH:5][CH:6]=[CH:7][CH:8]=2)[CH:3]=[C:2]1[C:10]1[N:20]=[C:18]([NH:17][C:14]([NH2:16])=[NH:15])[S:19][CH:11]=1 |f:2.3|. Procedure: By reaction of 1.31 g (5.48 mmole) 1-(1H-indol-2-yl)-2-bromoethanone with 0.65 g (5.53 mmole) guanylthiourea by the method of Example 10 afforded 1.49 g (80%) of the title salt; m.p. 309°-310° C. (decomp.). Starting materials: CCO, Nc1cc(Cl)nc(N)n1, O, O=C(OO)c1cccc(Cl)c1. The product is Nc1cc(Cl)nc(N)[n+]1[O-]. RXN SMILES: [CH3:10][CH2:11][OH:12].[NH2:1][c:2]1[n:3][c:4]([Cl:9])[cH:5][c:6]([NH2:8])[n:7]1.[OH2:24].[OH:13][O:14][C:15]([c:16]1[cH:17][c:18]([Cl:19])[cH:20][cH:21][cH:22]1)=[O:23]>>[NH2:1][c:2]1[n:3][c:4]([Cl:9])[cH:5][c:6]([NH2:8])[n+:7]1[O-:12]. The reactants are C[Si](NC(C)=O)(C)C (N-(trimethylsilyl)acetamide), NC1[C@@H]2N(C(=C(CS2)C)C(=O)O)C1=O (7-amino-3-methyl-3-cephem-4-carboxylic acid), P(=O)(Cl)(Cl)Cl (phosphorus oxychloride), C([O-])(O)=O.[Na+] (sodium bicarbonate), Cl (hydrochloric acid), ClC1=C(N=C(S1)NC=O)C(C(=O)O)=NOCC(=O)OC(C)(C)C (2-(5-Chloro-2-formamidothiazol-4-yl)-2-t-butoxycarbonylmethoxyiminoacetic acid), C[N+](=CCl)C.[Cl-] (Vilsmeier reagent). The solvent is O (water), O1CCCC1 (tetrahydrofuran), C(C)(=O)OCC (ethyl acetate), O (Water), C(C)(=O)OCC (ethyl acetate), CN(C=O)C (dimethyl formamide), O1CCCC1 (tetrahydrofuran). Conditions: time 20 minute. Yields the product C[N+](=CCl)C.[Cl-] (Vilsmeier reagent), ClC1=C(N=C(S1)NC=O)C(C(=O)NC1[C@@H]2N(C(=C(CS2)C)C(=O)O)C1=O)=NOCC(=O)OC(C)(C)C (7-[2-(5-chloro-2-formamidothiazol-4-yl)-2-t-butoxycarbonylmethoxyiminoacetamido]-3-methyl-3-cephem-4-carboxylic acid). RXN SMILES: P(Cl)(Cl)([Cl:3])=O.[Cl:6][C:7]1[S:11][C:10]([NH:12][CH:13]=[O:14])=[N:9][C:8]=1[C:15](=[N:19][O:20][CH2:21][C:22]([O:24][C:25]([CH3:28])([CH3:27])[CH3:26])=[O:23])[C:16]([OH:18])=O.[CH3:29][N+:30]([CH3:33])=[CH:31][Cl:32].[Cl-].C[Si](C)(C)NC(=O)C.[NH2:43][CH:44]1[C:55](=[O:56])[N:46]2[C:47]([C:52]([OH:54])=[O:53])=[C:48]([CH3:51])[CH2:49][S:50][C@H:45]12.C(=O)(O)[O-].[Na+].Cl>C(OCC)(=O)C.O1CCCC1.O.CN(C)C=O>[CH3:29][N+:30]([CH3:33])=[CH:31][Cl:32].[Cl-:3].[Cl:6][C:7]1[S:11][C:10]([NH:12][CH:13]=[O:14])=[N:9][C:8]=1[C:15](=[N:19][O:20][CH2:21][C:22]([O:24][C:25]([CH3:28])([CH3:27])[CH3:26])=[O:23])[C:16]([NH:43][CH:44]1[C:55](=[O:56])[N:46]2[C:47]([C:52]([OH:54])=[O:53])=[C:48]([CH3:51])[CH2:49][S:50][C@H:45]12)=[O:18] |f:2.3,6.7,13.14|. Procedure details: Vilsmeier reagent was prepared from phosphorus oxychloride (1.4 g) and dimethyl formamide (0.67 g) in ethyl acetate (2.68 ml) in usual manner. 2-(5-Chloro-2-formamidothiazol-4-yl)-2-t-butoxycarbonylmethoxyiminoacetic acid (syn isomer) (2.8 g) was added to the stirred suspension of Vilsmeier reagent in tetrahydrofuran (30 ml) under ice cooling and stirred for 20 minutes at same temperature to produce an activated solution. N-(trimethylsilyl)acetamide (6.4 g) was added to the stirred suspension of... Reactants: Cl.O1C(=CC2=C1C=CC=C2)C(=O)NC2(CCCCC2)C(=O)NC2C(CNCC2)O (4-[N-[1-[N-(benzofuran-2-ylcarbonyl)amino]cyclohexanecarbonyl]amino]-3-piperidinol hydrochloride), CS(=O)(=O)C1(CC=CC=C1)F (1-flourophenyl methyl sulfone), C([O-])([O-])=O.[K+].[K+] (potassium carbonate). Run in C(C)(=O)OCC (ethyl acetate), CN(C=O)C (dimethylformamide). Conditions: temperature 100 celsius, time 8 hour. The product is O1C(=CC2=C1C=CC=C2)C(=O)NC2(CCCCC2)C(=O)NC2C(CN(CC2)C2=C(C=CC=C2)S(=O)(=O)C)O (4-[N-[1-[N-(benzofuran-2-ylcarbonyl)amino]cyclohexanecarbonyl]amino]-1-(2-methylsulfonylphenyl)piperidin-3-ol). Yield: 38.3%. As a reaction SMILES: Cl.[O:2]1[C:6]2[CH:7]=[CH:8][CH:9]=[CH:10][C:5]=2[CH:4]=[C:3]1[C:11]([NH:13][C:14]1([C:20]([NH:22][CH:23]2[CH2:28][CH2:27][NH:26][CH2:25][CH:24]2[OH:29])=[O:21])[CH2:19][CH2:18][CH2:17][CH2:16][CH2:15]1)=[O:12].[CH3:30][S:31]([C:34]1(F)[CH:39]=[CH:38][CH:37]=[CH:36][CH2:35]1)(=[O:33])=[O:32].C(=O)([O-])[O-].[K+].[K+]>CN(C)C=O.C(OCC)(=O)C>[O:2]1[C:6]2[CH:7]=[CH:8][CH:9]=[CH:10][C:5]=2[CH:4]=[C:3]1[C:11]([NH:13][C:14]1([C:20]([NH:22][CH:23]2[CH2:28][CH2:27][N:26]([C:35]3[CH:36]=[CH:37][CH:38]=[CH:39][C:34]=3[S:31]([CH3:30])(=[O:33])=[O:32])[CH2:25][CH:24]2[OH:29])=[O:21])[CH2:19][CH2:18][CH2:17][CH2:16][CH2:15]1)=[O:12] |f:0.1,3.4.5|. Procedure: To the solution of 4-[N-[1-[N-(benzofuran-2-ylcarbonyl)amino]cyclohexanecarbonyl]amino]-3-piperidinol hydrochloride (10 g, 23.7 mmol) obtained in Step 2 and 1-flourophenyl methyl sulfone (4.9 g, 28.4 mmol) in 50 ml of dimethylformamide, was added potassium carbonate (8.2 g, 59.3 mmol). The reaction mixture was stirred overnight at about 100° C., cooled to room temperature, diluted with 200 ml of ethyl acetate, and washed with brine. The resulting organic layer was dried and concentrated on sodiu...